Task: describe an organic reaction: reactants, conditions, products, and yield. Dataset: the Open Reaction Database (ORD), a public repository of structured organic reaction records Reactants: Clc1cc(-c2cc[nH]n2)c(OCc2ccccc2)cc1OCc1ccccc1, CCOC(C)=O, ClCCl, O=C1CCC(=O)N1I. Yields the product Clc1cc(-c2n[nH]cc2I)c(OCc2ccccc2)cc1OCc1ccccc1. As a reaction SMILES: [CH2:1]([c:2]1[cH:3][cH:4][cH:5][cH:6][cH:7]1)[O:8][c:9]1[c:10](-[c:24]2[n:25][nH:26][cH:27][cH:28]2)[cH:11][c:12]([Cl:23])[c:13]([O:15][CH2:16][c:17]2[cH:18][cH:19][cH:20][cH:21][cH:22]2)[cH:14]1.[CH3:37][CH2:38][O:39][C:40](=[O:41])[CH3:42].[Cl:43][CH2:44][Cl:45].[I:29][N:30]1[C:31](=[O:32])[CH2:33][CH2:34][C:35]1=[O:36]>>[CH2:1]([c:2]1[cH:3][cH:4][cH:5][cH:6][cH:7]1)[O:8][c:9]1[c:10](-[c:24]2[n:25][nH:26][cH:27][c:28]2[I:29])[cH:11][c:12]([Cl:23])[c:13]([O:15][CH2:16][c:17]2[cH:18][cH:19][cH:20][cH:21][cH:22]2)[cH:14]1. Reaction SMILES: [NH2:1][CH2:2][CH2:3][CH2:4][CH2:5][CH2:6][CH2:7][CH2:8][CH2:9][NH2:10].[C:11](#[N:14])[CH:12]=[CH2:13]>C(O)C>[C:11]([CH2:12][CH2:13][NH:1][CH2:2][CH2:3][CH2:4][CH2:5][CH2:6][CH2:7][CH2:8][CH2:9][NH:10][CH2:4][CH2:3][C:2]#[N:1])#[N:14]. Run in C(C)O (ethanol). The reactants are NCCCCCCCCN (1,8-diaminooctane), C(C=C)#N (acrylonitrile). Procedure details: Dissolve 14.4 g (0.1 mol) of 1,8-diaminooctane and 14.5 ml (0.22 mol) of acrylonitrile in 100 ml of ethanol and reflux overnight. Remove the solvent at reduced pressure. Analysis showed the title compound to be >98% pure. Yields the product C(#N)CCNCCCCCCCCNCCC#N (N,N'-Bis(2-(cyano)ethyl)-1,8-octanediamine). The reactants are CN1CCCC1=O, Clc1ccc2c(Cl)ccnc2c1, Cl, Cc1cc2cc(F)ccc2[nH]1, C1COCCO1. Product: Cc1[nH]c2ccc(F)cc2c1-c1ccnc2cc(Cl)ccc12. Reaction SMILES: [CH3:24][N:25]1[CH2:26][CH2:27][CH2:28][C:29]1=[O:30].[Cl:12][c:13]1[cH:14][cH:15][n:16][c:17]2[cH:18][c:19]([Cl:23])[cH:20][cH:21][c:22]12.[ClH:31].[F:1][c:2]1[cH:3][c:4]2[cH:5][c:6]([CH3:11])[nH:7][c:8]2[cH:9][cH:10]1.[O:32]1[CH2:33][CH2:34][O:35][CH2:36][CH2:37]1>>[F:1][c:2]1[cH:3][c:4]2[c:5](-[c:13]3[cH:14][cH:15][n:16][c:17]4[cH:18][c:19]([Cl:23])[cH:20][cH:21][c:22]34)[c:6]([CH3:11])[nH:7][c:8]2[cH:9][cH:10]1. The reactants are C([O-])(O)=O.[Na+] (sodium bicarbonate), OC=C1C(OC2=CC=CC=C2C1=O)C1=CC=CC=C1 (3-hydroxymethylidene-flavanone), C(C)(=O)[O-].[NH4+] (ammonium acetate), C(C)(=O)O (acetic acid). Run in C1(=CC=CC=C1)C (toluene). Yields the product NC=C1C(OC2=CC=CC=C2C1=O)C1=CC=CC=C1 (3-aminomethylidene-flavanone). Reaction SMILES: O[CH:2]=[C:3]1[C:12](=[O:13])[C:11]2[C:6](=[CH:7][CH:8]=[CH:9][CH:10]=2)[O:5][CH:4]1[C:14]1[CH:19]=[CH:18][CH:17]=[CH:16][CH:15]=1.C([O-])(=O)C.[NH4+:24].C(O)(=O)C.C(=O)(O)[O-].[Na+]>C1(C)C=CC=CC=1>[NH2:24][CH:2]=[C:3]1[C:12](=[O:13])[C:11]2[C:6](=[CH:7][CH:8]=[CH:9][CH:10]=2)[O:5][CH:4]1[C:14]1[CH:19]=[CH:18][CH:17]=[CH:16][CH:15]=1 |f:1.2,4.5|. Procedure details: A solution containing 30.3 g 3-hydroxymethylidene-flavanone, 18.5 g ammonium acetate, and 6 ml glacial acetic acid in 300 ml toluene is refluxed for one hour. After cooling the solution is neutralized with a saturated sodium bicarbonate aqueous solution. The precipitate is filtered off, then dissolved in methylene chloride, washed with water, dried and evaporated. Pure 3-aminomethylidene-flavanone is obtained as pale yellow crystals; m.p. 149°-152° C. Reactants: Cl.Cl.NCC1=CC=C(O1)C(=O)OC1=CC2=CC=C(C=C2C=C1)C(N)=N (6-amidino-2-naphthyl 5-aminomethyl-furan-2-carboxylate dihydrochloride), C1(CCCC(=O)O1)=O (glutaric anhydride), C(C)(=O)[O-].[Na+] (sodium acetate). Solvent: CN(C)C=O (DMF). Run at temperature 20 celsius, time 20 hour. Product: Cl.C(=O)(O)CCCC(=O)NCC1=CC=C(O1)C(=O)OC1=CC2=CC=C(C=C2C=C1)C(N)=N (6-Amidino-2-naphthyl 5-(4-carboxybutyrylaminomethyl)furan-2-carboxylate hydrochloride). Reaction SMILES: [ClH:1].Cl.[NH2:3][CH2:4][C:5]1[O:9][C:8]([C:10]([O:12][C:13]2[CH:22]=[CH:21][C:20]3[C:15](=[CH:16][CH:17]=[C:18]([C:23](=[NH:25])[NH2:24])[CH:19]=3)[CH:14]=2)=[O:11])=[CH:7][CH:6]=1.[C:26]1(=[O:33])[O:32][C:30](=[O:31])[CH2:29][CH2:28][CH2:27]1.C([O-])(=O)C.[Na+]>CN(C=O)C>[ClH:1].[C:30]([CH2:29][CH2:28][CH2:27][C:26]([NH:3][CH2:4][C:5]1[O:9][C:8]([C:10]([O:12][C:13]2[CH:22]=[CH:21][C:20]3[C:15](=[CH:16][CH:17]=[C:18]([C:23](=[NH:24])[NH2:25])[CH:19]=3)[CH:14]=2)=[O:11])=[CH:7][CH:6]=1)=[O:33])([OH:32])=[O:31] |f:0.1.2,4.5,7.8|. Procedure details: To 8 g of 6-amidino-2-naphthyl 5-aminomethyl-furan-2-carboxylate dihydrochloride, 3.6 g of glutaric anhydride and 1.72 g of anhydrous sodium acetate was added 50 ml of DMF, and the resulting mixture was stirred at 20° C. for 20 hours. Reactants: COc1nc(OC)nc([N+]2(C)CCOCC2)n1, CN1CCOCC1, CNOC, CO, [Cl-], Cl, O=C(O)C1=CCN(c2ncccc2[N+](=O)[O-])CC1. Product: CON(C)C(=O)C1=CCN(c2ncccc2[N+](=O)[O-])CC1. Reaction SMILES: [CH3:20][O:21][c:22]1[n:23][c:24]([O:25][CH3:26])[n:27][c:28]([N+:29]2([CH3:30])[CH2:31][CH2:32][O:33][CH2:34][CH2:35]2)[n:36]1.[CH3:37][N:38]1[CH2:39][CH2:40][O:41][CH2:42][CH2:43]1.[CH3:45][NH:46][O:47][CH3:48].[CH3:49][OH:50].[Cl-:19].[ClH:44].[N+:1](=[O:2])([O-:3])[c:4]1[c:5]([N:10]2[CH2:11][CH2:12][C:13]([C:16](=[O:17])[OH:18])=[CH:14][CH2:15]2)[n:6][cH:7][cH:8][cH:9]1>>[N+:1](=[O:2])([O-:3])[c:4]1[c:5]([N:10]2[CH2:11][CH2:12][C:13]([C:16](=[O:18])[N:46]([CH3:45])[O:47][CH3:48])=[CH:14][CH2:15]2)[n:6][cH:7][cH:8][cH:9]1. Product: CC1(C)CC(c2ccccn2)c2cc(C(=O)c3ccccc3)ccc2O1. Starting materials: [Al+3], O=C(Cl)c1ccccc1, CCOCC, CC1(C)CC(c2ccccn2)c2ccccc2O1, [Cl-], [Cl-], [Cl-], C[N+](=O)[O-]. As a reaction SMILES: [Al+3:2].[C:23]([c:24]1[cH:25][cH:26][cH:27][cH:28][cH:29]1)(=[O:30])[Cl:31].[CH3:36][CH2:37][O:38][CH2:39][CH3:40].[CH3:5][C:6]1([CH3:22])[O:7][c:8]2[c:9]([cH:18][cH:19][cH:20][cH:21]2)[CH:10]([c:12]2[n:13][cH:14][cH:15][cH:16][cH:17]2)[CH2:11]1.[Cl-:1].[Cl-:3].[Cl-:4].[N+:32]([CH3:33])([O-:34])=[O:35]>>[CH3:5][C:6]1([CH3:22])[O:7][c:8]2[c:9]([cH:18][c:19]([C:23]([c:24]3[cH:25][cH:26][cH:27][cH:28][cH:29]3)=[O:30])[cH:20][cH:21]2)[CH:10]([c:12]2[n:13][cH:14][cH:15][cH:16][cH:17]2)[CH2:11]1.